The task is: describe an organic reaction: reactants, conditions, products, and yield. This data is from the Open Reaction Database (ORD), a public repository of structured organic reaction records. Starting materials: O=CNC1(C(=O)Nc2ccc3[nH]nc(-c4ccc(F)cc4)c3c2)CCN(CC(=O)N2CCN(c3ccc(-c4ncccn4)cc3)CC2)C1, Cc1cnc(-c2ccc(N3CCN(C(=O)CN4CCC(NC=O)(C(=O)Nc5ccc6[nH]nc(-c7ccc(F)cc7)c6c5)C4)C(C)C3)cc2)nc1. The product is Cc1cnc(-c2ccc(N3CCN(C(=O)CN4CCC(N)(C(=O)Nc5ccc6[nH]nc(-c7ccc(F)cc7)c6c5)C4)C(C)C3)cc2)nc1. RXN SMILES: [F:1][c:2]1[cH:3][cH:4][c:5](-[c:6]2[c:7]3[c:8]([cH:9][cH:10][c:11]([NH:12][C:13]([C:14]4([NH:15][CH:16]=[O:17])[CH2:18][CH2:19][N:20]([CH2:21][C:22](=[O:23])[N:24]5[CH2:25][CH2:26][N:27]([c:28]6[cH:29][cH:30][c:31](-[c:32]7[n:33][cH:34][cH:35][cH:36][n:37]7)[cH:38][cH:39]6)[CH2:40][CH2:41]5)[CH2:42]4)=[O:43])[cH:44]3)[nH:45][n:46]2)[cH:47][cH:48]1.[F:49][c:50]1[cH:51][cH:52][c:53](-[c:56]2[n:57][nH:58][c:59]3[cH:60][cH:61][c:62]([NH:65][C:66](=[O:67])[C:68]4([NH:96][CH:97]=[O:98])[CH2:69][N:70]([CH2:73][C:74](=[O:75])[N:76]5[CH:77]([CH3:95])[CH2:78][N:79]([c:82]6[cH:83][cH:84][c:85](-[c:88]7[n:89][cH:90][c:91]([CH3:94])[cH:92][n:93]7)[cH:86][cH:87]6)[CH2:80][CH2:81]5)[CH2:71][CH2:72]4)[cH:63][c:64]23)[cH:54][cH:55]1>>[F:49][c:50]1[cH:51][cH:52][c:53](-[c:56]2[n:57][nH:58][c:59]3[cH:60][cH:61][c:62]([NH:65][C:66](=[O:67])[C:68]4([NH2:96])[CH2:69][N:70]([CH2:73][C:74](=[O:75])[N:76]5[CH:77]([CH3:95])[CH2:78][N:79]([c:82]6[cH:83][cH:84][c:85](-[c:88]7[n:89][cH:90][c:91]([CH3:94])[cH:92][n:93]7)[cH:86][cH:87]6)[CH2:80][CH2:81]5)[CH2:71][CH2:72]4)[cH:63][c:64]23)[cH:54][cH:55]1. The reactants are ClC1=CC(=CN1)C(=O)OC (Methyl 5-chloropyrrole-3-carboxylate), S(=O)(=O)(OC)OC (Dimethyl sulfate), [H-].[Na+] (sodium hydride), CCOCC (ether), [H-].[Na+] (Sodium hydride). Solvent: O (water). Run at time 1 hour. The product is CN1C=C(C=C1Cl)C(=O)OC (methyl 1-methyl-5-chloropyrrole-3-carboxylate). As a reaction SMILES: [Cl:1][C:2]1[NH:6][CH:5]=[C:4]([C:7]([O:9][CH3:10])=[O:8])[CH:3]=1.[CH3:11]COCC.[H-].[Na+].S(OC)(OC)(=O)=O>O>[CH3:11][N:6]1[C:2]([Cl:1])=[CH:3][C:4]([C:7]([O:9][CH3:10])=[O:8])=[CH:5]1 |f:2.3|. Procedure: Methyl 5-chloropyrrole-3-carboxylate (800 mg., 5 mmoles) was dissolved in 75 ml. of ether. Sodium hydride (57% dispersiion in oil, 430 mg., 10 mmoles) was added and the mixture stirred under nitrogen for 1 hour. Dimethyl sulfate (1 ml., 10.7 mmoles) was added and stirring continued for 2 hours. Excess sodium hydride was decomposed by cautious addition of 20 ml. of water. The ether phase was washed with 20 ml. of water and evaporated to yield methyl 1-methyl-5-chloropyrrole-3-carboxylate (oil); t... Starting materials: SCCC(=O)O (3-mercaptopropionic acid), COC=1C(C(=CC(C1)=O)OC)=O (2,6-Dimethoxybenzoquinone), CCN(C(C)C)C(C)C (DIEA), O (water). Solvent: C(C)O (ethanol), C1CCOC1 (THF), C(C)O (ethanol). Conditions: time 1.5 hour. The product is COC1=C(O)C(=CC(=C1)O)OC.SCCC(=O)O (2,6-dimethoxyhydroquinone 3-mercaptopropionic acid). The yield is 26.5%. RXN SMILES: [CH3:1][O:2][C:3]1[C:4](=[O:12])[C:5]([O:10][CH3:11])=[CH:6][C:7](=[O:9])[CH:8]=1.O.CCN(C(C)C)C(C)C.[SH:23][CH2:24][CH2:25][C:26]([OH:28])=[O:27]>C(O)C.C1COCC1>[CH3:11][O:10][C:5]1[CH:6]=[C:7]([OH:9])[CH:8]=[C:3]([O:2][CH3:1])[C:4]=1[OH:12].[SH:23][CH2:24][CH2:25][C:26]([OH:28])=[O:27] |f:6.7|. Procedure details: 2,6-Dimethoxybenzoquinone (2.0 g) was dissolved in ethanol (95%, 22 ml), water (6 ml), THF (15 ml) and DIEA (1.55 g). 3-mercaptopropionic acid (0.64 g) in ethanol (10 ml) was added in a dropwise fashion within 20 minutes, with stirring and cooling in an ice bath. The reaction was then allowed to proceed at room temperature. After 1.5 hours the reaction medium changed to a deep reddish color. The mixture was filtered and the filtrate evaporated in vacuo to give a solid mixture. This solid mixture... Starting materials: Cc1nc(CO)c(CO)[nH]1, O=C1CCC(=O)N1Cl, [Na+], [Na+], O=C([O-])[O-], O. The product is Cc1nc(Cl)c(CO)[nH]1. RXN SMILES: [CH3:9][c:10]1[nH:11][c:12]([CH2:17][OH:18])[c:13]([CH2:15][OH:16])[n:14]1.[Cl:1][N:2]1[C:3](=[O:4])[CH2:5][CH2:6][C:7]1=[O:8].[Na+:19].[Na+:20].[O-:21][C:22](=[O:23])[O-:24].[OH2:25]>>[Cl:1][c:13]1[c:12]([CH2:17][OH:18])[nH:11][c:10]([CH3:9])[n:14]1. The reactants are O=C([O-])[O-], CCC(C)=O, ClCC1CO1, [K+], [K+], Oc1ccccc1C#Cc1ccccc1. Product: C(#Cc1ccccc1OCC1CO1)c1ccccc1. Reaction SMILES: [C:21](=[O:22])([O-:23])[O-:24].[CH2:27]([C:28]([CH3:29])=[O:30])[CH3:31].[Cl:16][CH2:17][CH:18]1[CH2:19][O:20]1.[K+:25].[K+:26].[c:1]1([C:7]#[C:8][c:9]2[c:10]([OH:15])[cH:11][cH:12][cH:13][cH:14]2)[cH:2][cH:3][cH:4][cH:5][cH:6]1>>[c:1]1([C:7]#[C:8][c:9]2[c:10]([O:15][CH2:17][CH:18]3[CH2:19][O:20]3)[cH:11][cH:12][cH:13][cH:14]2)[cH:2][cH:3][cH:4][cH:5][cH:6]1.